This data is from the Open Reaction Database (ORD), a public repository of structured organic reaction records. The task is: describe an organic reaction: reactants, conditions, products, and yield Starting materials: CCO, N#CCc1c[nH]c2cc([N+](=O)[O-])ccc12. The product is N#CCc1c[nH]c2cc(N)ccc12. RXN SMILES: [CH3:16][CH2:17][OH:18].[N+:1]([O-:2])(=[O:3])[c:4]1[cH:5][cH:6][c:7]2[c:8]([CH2:13][C:14]#[N:15])[cH:9][nH:10][c:11]2[cH:12]1>>[NH2:1][c:4]1[cH:5][cH:6][c:7]2[c:8]([CH2:13][C:14]#[N:15])[cH:9][nH:10][c:11]2[cH:12]1. Reactants: BrC=1C=C2C=CC(=C(C2=CC1)Cl)O (6-bromo-1-chloro-2-naphthol), BrC=1C=C2C=CC(=CC2=CC1)O (6-bromo-2-naphthol), BrC=1C=C2C=CC(=CC2=CC1)O (6-bromo-2-naphthol), CNC (dimethyl amine), C=O (formaldehyde). The solvent is alcohol. Product: BrC=1C=C2C=CC(=C(C2=CC1)C)O (6-Bromo-1-methyl-2-naphthol), product 5. Reaction SMILES: [Br:1][C:2]1[CH:3]=[C:4]2[C:9](=[CH:10][CH:11]=1)[C:8](Cl)=[C:7]([OH:13])[CH:6]=[CH:5]2.Br[C:15]1C=C2C(=CC=1)C=C(O)C=C2.CNC.C=O>>[Br:1][C:2]1[CH:3]=[C:4]2[C:9](=[CH:10][CH:11]=1)[C:8]([CH3:15])=[C:7]([OH:13])[CH:6]=[CH:5]2. Procedure: Preparation of 6-bromo-1-chloro-2-naphthol 4 from the corresponding 6-bromo-2-naphthol 3 is described in the literature (Buu-Hoi, JOC 1951, 16, 185), Scheme II. 6-Bromo-1-methyl-2-naphthol 7 was prepared as depicted in reaction Scheme II. Reaction of 6-bromo-2-naphthol 3 with aqueous dimethyl amine and aqueous formaldehyde in alcohol afforded the Mannich product 5. Reaction of 5 with acetyl chloride in methylene chloride or chloroform afforded the acetate 6. Hydride reduction of 6 in a solvent s... Reactants: FC1=CC=C2C(CC3(CCC3)OC2=C1)NC(=O)NC1=C2C=NNC2=CC=C1 (1-(7-fluorospiro[chroman-2,1′-cyclobutane]-4-yl)-3-(1H-indazol-4-yl)urea), [H-].[Na+] (NaH), S(=O)(=O)(OC)OC (Dimethyl sulfate). Solvent: CN(C=O)C (N,N-dimethylformamide). Reaction conditions: time 45 minute. Product: FC1=CC=C2C(CC3(CCC3)OC2=C1)NC(=O)NC1=C2C=NN(C2=CC=C1)C (1-(7-fluorospiro[chroman-2,1′-cyclobutane]-4-yl)-3-(1-methyl-1H-indazol-4-yl)urea). RXN SMILES: [F:1][C:2]1[CH:14]=[C:13]2[C:5]([CH:6]([NH:15][C:16]([NH:18][C:19]3[CH:27]=[CH:26][CH:25]=[C:24]4[C:20]=3[CH:21]=[N:22][NH:23]4)=[O:17])[CH2:7][C:8]3([O:12]2)[CH2:11][CH2:10][CH2:9]3)=[CH:4][CH:3]=1.[H-].[Na+].S(OC)(O[CH3:34])(=O)=O>CN(C)C=O>[F:1][C:2]1[CH:14]=[C:13]2[C:5]([CH:6]([NH:15][C:16]([NH:18][C:19]3[CH:27]=[CH:26][CH:25]=[C:24]4[C:20]=3[CH:21]=[N:22][N:23]4[CH3:34])=[O:17])[CH2:7][C:8]3([O:12]2)[CH2:11][CH2:10][CH2:9]3)=[CH:4][CH:3]=1 |f:1.2|. Reported procedure: A solution of Example 3D (483 mg, 1.32 mmol) in N,N-dimethylformamide (5 mL) was treated with 60% NaH (65 mg, 1.63 mmol), and the mixture was stirred at room temperature for 45 min. Dimethyl sulfate (0.14 mL, 1.48 mmol) was then added, and the reaction was allowed to stir for 1 h. Concentration in vacuo, followed by silica gel:chromatography (98:2 CH2Cl2-methanol, eluent), afforded the title compound as an off-white solid, 121 mg (24%). 1H NMR (300 MHz, DMSO-d6) δ ppm 8.74 (s, 1H), 8.03 (s, 1H),... The reactants are Cl (HCl), COC(C(=CC1=CC=CC2=CC=CC=C12)C#N)=O (2-cyano-3-naphthalen-1-yl-acrylic acid methyl ester), CI (Methyl iodide), COC1=C(C=CC=C1)[Mg]Br (2-methoxyphenylmagnesium bromide). The solvent is C1CCOC1 (THF), C1CCOC1 (THF). Run at temperature 5 celsius, time 30 minute. Product: COC(C(C(C1=CC=CC2=CC=CC=C12)C1=C(C=CC=C1)OC)(C)C#N)=O (2-Cyano-3-(2-Methoxy-Phenyl)-2-Methyl-3-Naphthalen -1-Yl-Propionic Acid Methyl Ester). RXN SMILES: [CH3:1][O:2][C:3](=[O:18])[C:4]([C:16]#[N:17])=[CH:5][C:6]1[C:15]2[C:10](=[CH:11][CH:12]=[CH:13][CH:14]=2)[CH:9]=[CH:8][CH:7]=1.[CH3:19][O:20][C:21]1[CH:26]=[CH:25][CH:24]=[CH:23][C:22]=1[Mg]Br.[CH3:29]I.Cl>C1COCC1>[CH3:1][O:2][C:3](=[O:18])[C:4]([C:16]#[N:17])([CH3:29])[CH:5]([C:22]1[CH:23]=[CH:24][CH:25]=[CH:26][C:21]=1[O:20][CH3:19])[C:6]1[C:15]2[C:10](=[CH:11][CH:12]=[CH:13][CH:14]=2)[CH:9]=[CH:8][CH:7]=1. Procedure details: To a 5-liter, 4-neck flask equipped with a mechanical stirrer, a condenser fitted with nitrogen inlet, a cooling bath and thermal couple were added 882 g anhydrous THF and 250 g (1.05 mol) 2-cyano-3-naphthalen-1-yl-acrylic acid methyl ester 1. The mixture was cooled to 5° C. and 1098 g (1.09 mol) of a 1 M THF solution of 2-methoxyphenylmagnesium bromide 2 was slowly charged into the reaction mixture through an addition funnel while maintaining the temperature at 0-10° C. The mixture was stirred ... Reactants: NC1=CC=C(CC2=NC=3N(C(N(C(C3N2)=O)CC2=C(C=CC=C2)F)=O)CC2CC2)C=C1 (8-(4-amino-benzyl)-3-cyclopropylmethyl-1-(2-fluoro-benzyl)-3,7-dihydro-purine-2,6-dione), COC=1C=C(C=CC1)S(=O)(=O)Cl (3-methoxy-benzenesulfonyl chloride). Reaction SMILES: [NH2:1][C:2]1[CH:31]=[CH:30][C:5]([CH2:6][C:7]2[NH:15][C:14]3[C:13](=[O:16])[N:12]([CH2:17][C:18]4[CH:23]=[CH:22][CH:21]=[CH:20][C:19]=4[F:24])[C:11](=[O:25])[N:10]([CH2:26][CH:27]4[CH2:29][CH2:28]4)[C:9]=3[N:8]=2)=[CH:4][CH:3]=1.[CH3:32][O:33][C:34]1[CH:35]=[C:36]([S:40](Cl)(=[O:42])=[O:41])[CH:37]=[CH:38][CH:39]=1>>[CH:27]1([CH2:26][N:10]2[C:9]3[N:8]=[C:7]([CH2:6][C:5]4[CH:4]=[CH:3][C:2]([NH:1][S:40]([C:36]5[CH:37]=[CH:38][CH:39]=[C:34]([O:33][CH3:32])[CH:35]=5)(=[O:42])=[O:41])=[CH:31][CH:30]=4)[NH:15][C:14]=3[C:13](=[O:16])[N:12]([CH2:17][C:18]3[CH:23]=[CH:22][CH:21]=[CH:20][C:19]=3[F:24])[C:11]2=[O:25])[CH2:28][CH2:29]1. Procedure details: Prepared from 8-(4-amino-benzyl)-3-cyclopropylmethyl-1-(2-fluoro-benzyl)-3,7-dihydro-purine-2,6-dione and 3-methoxy-benzenesulfonyl chloride. White solid; EI-HRMS m/e calculated for C30H28FN5O5S (M+) 589.1795, found 589.1801. Product: C1(CC1)CN1C(N(C(C=2NC(=NC12)CC1=CC=C(C=C1)NS(=O)(=O)C1=CC(=CC=C1)OC)=O)CC1=C(C=CC=C1)F)=O (N-{4-[3-Cyclopropylmethyl-1-(2-fluoro-benzyl)-2,6-dioxo-2,3,6,7-tetrahydro-1H-purin-8-ylmethyl]-phenyl}-3-methoxy-benzenesulfonamide). Starting materials: BrC1=C(COCCCN(C)C)C=C(C(=C1)F)F ([3-(2-bromo-4,5-difluorobenzyloxy)propyl]dimethylamine), C([O-])([O-])=O.[K+].[K+] (potassium carbonate), O (water), NC1=NC2=CC=C(C=C2C(=N1)C(=O)N1CC2=CC=CC=C2C1)B1OC(C(O1)(C)C)(C)C ([2-amino-6-(4,4,5,5-tetramethyl-1,3,2-dioxaborolan-2-yl)quinazolin-4-yl]-(1,3-dihydroisoindol-2-yl)methanone). Reagents/catalysts: C1=CC=C(C=C1)P([C-]2C=CC=C2)C3=CC=CC=C3.C1=CC=C(C=C1)P([C-]2C=CC=C2)C3=CC=CC=C3.Cl[Pd]Cl.[Fe+2] ([1,1′-bis(diphenylphosphino)ferrocene]palladium(II) dichloride). Run in C(C)O (ethanol). Reaction conditions: temperature 120 celsius. The product is BrC1=C(COCCN(C)C)C=C(C(=C1)F)F ([2-(2-bromo-4,5-difluorobenzyloxy)ethyl]dimethylamine). RXN SMILES: [Br:1][C:2]1[CH:15]=[C:14]([F:16])[C:13]([F:17])=[CH:12][C:3]=1[CH2:4][O:5][CH2:6][CH2:7]CN(C)C.C(=O)([O-])[O-].[K+].[K+].O.N[C:26]1N=C(C(N2CC3C(=CC=CC=3)C2)=O)C2[C:28](=CC=C(B3OC(C)(C)C(C)(C)O3)C=2)[N:27]=1>C(O)C.C1C=CC(P(C2C=CC=CC=2)[C-]2C=CC=C2)=CC=1.C1C=CC(P(C2C=CC=CC=2)[C-]2C=CC=C2)=CC=1.Cl[Pd]Cl.[Fe+2]>[Br:1][C:2]1[CH:15]=[C:14]([F:16])[C:13]([F:17])=[CH:12][C:3]=1[CH2:4][O:5][CH2:6][CH2:7][N:27]([CH3:28])[CH3:26] |f:1.2.3,7.8.9.10|. Procedure: 88 mg of [3-(2-bromo-4,5-difluorobenzyloxy)propyl]dimethylamine, 80 mg of potassium carbonate, 5 μl of water and 12 mg of [1,1′-bis(diphenylphosphino)ferrocene]palladium(II) dichloride are added to a solution of 150 mg of [2-amino-6-(4,4,5,5-tetramethyl-1,3,2-dioxaborolan-2-yl)quinazolin-4-yl]-(1,3-dihydroisoindol-2-yl)methanone in 2 ml of ethanol under argon. The mixture is heated at 120° C. for 60 min. The solid is subsequently filtered off through kieselguhr with suction, and the filtrate is ... The reactants are CO, [K+], CCOC(=O)C(C)n1cc(-c2ccc(Oc3ccccc3)cc2)c2c(N)ncnc21, [OH-]. Product: CC(C(=O)O)n1cc(-c2ccc(Oc3ccccc3)cc2)c2c(N)ncnc21. RXN SMILES: [CH3:33][OH:34].[K+:32].[NH2:1][c:2]1[c:3]2[c:4]([n:5][cH:6][n:7]1)[n:8]([CH:24]([C:25](=[O:26])[O:27][CH2:28][CH3:29])[CH3:30])[cH:9][c:10]2-[c:11]1[cH:12][cH:13][c:14]([O:17][c:18]2[cH:19][cH:20][cH:21][cH:22][cH:23]2)[cH:15][cH:16]1.[OH-:31]>>[NH2:1][c:2]1[c:3]2[c:4]([n:5][cH:6][n:7]1)[n:8]([CH:24]([C:25](=[O:26])[OH:27])[CH3:30])[cH:9][c:10]2-[c:11]1[cH:12][cH:13][c:14]([O:17][c:18]2[cH:19][cH:20][cH:21][cH:22][cH:23]2)[cH:15][cH:16]1.